Dataset: the Open Reaction Database (ORD), a public repository of structured organic reaction records. Task: describe an organic reaction: reactants, conditions, products, and yield The reactants are C=C(CC(=O)OC)C(=O)OC, O, O=S(=O)(O)O, Sc1nc2ccccc2s1. Product: COC(=O)CC(CSc1nc2ccccc2s1)C(=O)OC. RXN SMILES: [C:11]([C:12](=[CH2:13])[CH2:14][C:15](=[O:16])[O:17][CH3:18])(=[O:19])[O:20][CH3:21].[OH2:22].[S:23](=[O:24])(=[O:25])([OH:26])[OH:27].[SH:1][c:2]1[s:3][c:4]2[c:5]([n:6]1)[cH:7][cH:8][cH:9][cH:10]2>>[S:1]([c:2]1[s:3][c:4]2[c:5]([n:6]1)[cH:7][cH:8][cH:9][cH:10]2)[CH2:13][CH:12]([C:11](=[O:19])[O:20][CH3:21])[CH2:14][C:15](=[O:16])[O:17][CH3:18]. Reactants: C(C)(C)(C)OC(=O)N1CCC(CC1)CN1C(CCC1)=O (4-(2-Oxo-pyrrolidin-1-ylmethyl)-piperidine-1-carboxylic acid tert-butyl ester), Cl (hydrogen chloride). The solvent is ClCCl (dichloromethane), CCOCC (ether). Conditions: time 6 hour. Product: Cl.N1CCC(CC1)CN1C(CCC1)=O (1-Piperidin-4-ylmethyl-pyrrolidin-2-one hydrochloride salt). As a reaction SMILES: C(OC([N:8]1[CH2:13][CH2:12][CH:11]([CH2:14][N:15]2[CH2:19][CH2:18][CH2:17][C:16]2=[O:20])[CH2:10][CH2:9]1)=O)(C)(C)C.[ClH:21]>ClCCl.CCOCC>[ClH:21].[NH:8]1[CH2:9][CH2:10][CH:11]([CH2:14][N:15]2[CH2:19][CH2:18][CH2:17][C:16]2=[O:20])[CH2:12][CH2:13]1 |f:4.5|. Procedure details: To a solution of 4-(2-Oxo-pyrrolidin-1-ylmethyl)-piperidine-1-carboxylic acid tert-butyl ester in dichloromethane was added 2M hydrogen chloride in ether (1.78 ml). The reaction mixture was stirred at room temperature for 6 hours. The solvents were removed in vacuo to yield 1-Piperidin-4-ylmethyl-pyrrolidin-2-one hydrochloride salt.